From a dataset of the Open Reaction Database (ORD), a public repository of structured organic reaction records. describe an organic reaction: reactants, conditions, products, and yield Starting materials: C(C1=CC=CC=C1)OC(=O)N1[C@@](CCC1)(C)C=1NC=2C=CC=C(C2C1)C(=O)OC ((R)-methyl 2-(1-(benzyloxycarbonyl)-2-methylpyrrolidin-2-yl)-1H-indole-4-carboxylate), [H][H] (hydrogen). The reagents and catalysts are [Pd] (palladium on carbon). The solvent is CO (methanol). Run at time 2 hour. Yields the product C[C@]1(NCCC1)C=1NC=2C=CC=C(C2C1)C(=O)OC ((R)-methyl 2-(2-methylpyrrolidin-2-yl)-1H-indole-4-carboxylate). Yield: 0.1%. RXN SMILES: C(OC([N:11]1[CH2:15][CH2:14][CH2:13][C@@:12]1([C:17]1[NH:18][C:19]2[CH:20]=[CH:21][CH:22]=[C:23]([C:26]([O:28][CH3:29])=[O:27])[C:24]=2[CH:25]=1)[CH3:16])=O)C1C=CC=CC=1.[H][H]>[Pd].CO>[CH3:16][C@:12]1([C:17]2[NH:18][C:19]3[CH:20]=[CH:21][CH:22]=[C:23]([C:26]([O:28][CH3:29])=[O:27])[C:24]=3[CH:25]=2)[CH2:13][CH2:14][CH2:15][NH:11]1. Reported procedure: A stirred mixture of (R)-methyl 2-(1-(benzyloxycarbonyl)-2-methylpyrrolidin-2-yl)-1H-indole-4-carboxylate (307 mg, 0.78 mol), methanol (10 mL), and 10% palladium on carbon (50 mg) was treated with a balloon-pressure of hydrogen at room temperature. After 2 hours, the mixture was filtered through Celite and the filtrate was concentrated to give (R)-methyl 2-(2-methylpyrrolidin-2-yl)-1H-indole-4-carboxylate (190 mg, 94%). 1H NMR (CDCl3-d1) δ 10.9 (s, 1H), 7.86 (d, 1H, J=7.8 Hz), 7.63 (d, 1H, J=7.8... Starting materials: I(=O)(=O)(=O)[O-].[Na+] (Sodium periodate), ClC=1C=C2C(=NC1C1=CC=C(C=C1)C1=CC=CC=C1)N=C(N2COCC[Si](C)(C)C)O[C@@H]2CO[C@H]1[C@@H]2OC[C@H]1OCC=O (2-[[(3R,3aR,6R,6aR)-6-[6-chloro-5-(4-phenylphenyl)-1-(2-trimethylsilylethoxymethyl)imidazo[4,5-b]pyridin-2-yl]oxy-2,3,3a,5,6,6a-hexahydrofuro[3,2-b]furan-3-yl]oxy]acetaldehyde), O (water). The reagents and catalysts are O.[Ru](Cl)(Cl)Cl (ruthenium (III) chloride hydrate). The solvent is CCOC(=O)C (EtOAc), C(Cl)Cl.CO.CC(=O)O (DCM MeOH AcOH), C(Cl)(Cl)(Cl)Cl (carbon tetrachloride), C(C)#N (acetonitrile). Reaction conditions: time 3 hour. The product is ClC=1C=C2C(=NC1C1=CC=C(C=C1)C1=CC=CC=C1)N=C(N2COCC[Si](C)(C)C)O[C@@H]2CO[C@H]1[C@@H]2OC[C@H]1OCC(=O)O (2-[[(3R,3aR,6R,6aR)-6-[6-chloro-5-(4-phenylphenyl)-1-(2-trimethylsilylethoxymethyl)imidazo[4,5-b]pyridin-2-yl]oxy-2,3,3a,5,6,6a-hexahydrofuro[3,2-b]furan-3-yl]oxy]acetic acid). Reaction SMILES: I([O-])(=O)(=O)=O.[Na+].[Cl:7][C:8]1[CH:9]=[C:10]2[N:28]([CH2:29][O:30][CH2:31][CH2:32][Si:33]([CH3:36])([CH3:35])[CH3:34])[C:27]([O:37][C@H:38]3[C@H:42]4[O:43][CH2:44][C@@H:45]([O:46][CH2:47][CH:48]=[O:49])[C@H:41]4[O:40][CH2:39]3)=[N:26][C:11]2=[N:12][C:13]=1[C:14]1[CH:19]=[CH:18][C:17]([C:20]2[CH:25]=[CH:24][CH:23]=[CH:22][CH:21]=2)=[CH:16][CH:15]=1.[OH2:50]>C(Cl)(Cl)(Cl)Cl.C(#N)C.CCOC(C)=O.C(Cl)Cl.CO.CC(O)=O.O.[Ru](Cl)(Cl)Cl>[Cl:7][C:8]1[CH:9]=[C:10]2[N:28]([CH2:29][O:30][CH2:31][CH2:32][Si:33]([CH3:36])([CH3:35])[CH3:34])[C:27]([O:37][C@H:38]3[C@H:42]4[O:43][CH2:44][C@@H:45]([O:46][CH2:47][C:48]([OH:50])=[O:49])[C@H:41]4[O:40][CH2:39]3)=[N:26][C:11]2=[N:12][C:13]=1[C:14]1[CH:19]=[CH:18][C:17]([C:20]2[CH:25]=[CH:24][CH:23]=[CH:22][CH:21]=2)=[CH:16][CH:15]=1 |f:0.1,7.8.9,10.11|. Procedure details: Sodium periodate (19.4 mg, 0.091 mmol) and ruthenium (III) chloride hydrate (1.3 mg, 5.77 μmol) were added to a stirred biphasic mixture of 2-[[(3R,3aR,6R,6aR)-6-[6-chloro-5-(4-phenylphenyl)-1-(2-trimethylsilylethoxymethyl)imidazo[4,5-b]pyridin-2-yl]oxy-2,3,3a,5,6,6a-hexahydrofuro[3,2-b]furan-3-yl]oxy]acetaldehyde (13.8 mg, 0.022 mmol) in carbon tetrachloride (0.12 ml), acetonitrile (0.09 ml), and water (0.15 ml). The reaction mixture was stirred at room temperature. After 3 hours, the reaction ... Reactants: BrCCBr, CCOC(C)=O, CS(C)=O, [H-], [Na+], N#Cc1ccc(Nn2cnnc2)cc1. The product is N#Cc1ccc(N(CCBr)n2cnnc2)cc1. RXN SMILES: [Br:17][CH2:18][CH2:19][Br:20].[CH3:21][CH2:22][O:23][C:24](=[O:25])[CH3:26].[CH3:27][S:28]([CH3:29])=[O:30].[H-:1].[Na+:2].[n:3]1[n:4][cH:5][n:6]([NH:8][c:9]2[cH:10][cH:11][c:12]([C:13]#[N:14])[cH:15][cH:16]2)[cH:7]1>>[n:3]1[n:4][cH:5][n:6]([N:8]([c:9]2[cH:10][cH:11][c:12]([C:13]#[N:14])[cH:15][cH:16]2)[CH2:19][CH2:18][Br:17])[cH:7]1. Starting materials: ClCCS(=O)(=O)Cl (2-chloroethanesulfonyl chloride), FC=1C=C(C=CC1C=1C(=NC=CC1)N)C1=CC=CC=C1 (3-(3-fluorobiphenyl-4-yl)pyridin-2-amine), O (Water). The solvent is CN(C(C)=O)C (N,N-dimethylacetoamide), CN(C(C)=O)C (N,N-dimethylacetoamide), CN(C(C)=O)C (N,N-dimethylacetoamide). Conditions: temperature 60 celsius, time 3 hour. Product: FC=1C=C(C=CC1C1=CC=CN2C1=NS(CC2)(=O)=O)C2=CC=CC=C2 (9-(3-fluorobiphenyl-4-yl)-3,4-dihydropyrido[2,1-c][1,2,4]thiadiazine 2,2-dioxide). The yield is 71.3%. Reaction SMILES: Cl[CH2:2][CH2:3][S:4](Cl)(=[O:6])=[O:5].[F:8][C:9]1[CH:10]=[C:11]([C:22]2[CH:27]=[CH:26][CH:25]=[CH:24][CH:23]=2)[CH:12]=[CH:13][C:14]=1[C:15]1[C:16]([NH2:21])=[N:17][CH:18]=[CH:19][CH:20]=1.O>CN(C)C(=O)C>[F:8][C:9]1[CH:10]=[C:11]([C:22]2[CH:23]=[CH:24][CH:25]=[CH:26][CH:27]=2)[CH:12]=[CH:13][C:14]=1[C:15]1[C:16]2=[N:21][S:4](=[O:6])(=[O:5])[CH2:3][CH2:2][N:17]2[CH:18]=[CH:19][CH:20]=1. Reported procedure: A solution of 2-chloroethanesulfonyl chloride (208.2 mg) in N,N-dimethylacetoamide (2 mL) was added dropwise to a suspension of 3-(3-fluorobiphenyl-4-yl)pyridin-2-amine (149.5 mg) in N,N-dimethylacetoamide (2 mL) and additional N,N-dimethylacetoamide (1 mL) was used to complete the addition of above solution. After being stirred at 60° C. for 3 h, the mixture was cooled to room temperature. Water (10 mL) was added dropwise to the reaction mixture and the whole was stirred at room temperature for... The reactants are NC(CCCCC(=O)OC)C1=C(C=CC=C1OC)OC (methyl 6-amino-6-(2,6-dimethoxyphenyl)hexanoate), CN1C2=CC=CC=C2C=2C=C(C=CC12)C=O (9-methyl-9H-carbazole-3-carbaldehyde). Product: COC1=C(C(=CC=C1)OC)C1CCCCC(N1CC=1C=CC=2N(C3=CC=CC=C3C2C1)C)=O (7-(2,6-dimethoxyphenyl)-1-((9-methyl-9H-carbazol-3-yl)methyl)azepan-2-one). Reaction SMILES: [NH2:1][CH:2]([C:11]1[C:16]([O:17][CH3:18])=[CH:15][CH:14]=[CH:13][C:12]=1[O:19][CH3:20])[CH2:3][CH2:4][CH2:5][CH2:6][C:7]([O:9]C)=O.[CH3:21][N:22]1[C:34]2[CH:33]=[CH:32][C:31]([CH:35]=O)=[CH:30][C:29]=2[C:28]2[C:23]1=[CH:24][CH:25]=[CH:26][CH:27]=2>>[CH3:20][O:19][C:12]1[CH:13]=[CH:14][CH:15]=[C:16]([O:17][CH3:18])[C:11]=1[CH:2]1[N:1]([CH2:35][C:31]2[CH:32]=[CH:33][C:34]3[N:22]([CH3:21])[C:23]4[C:28]([C:29]=3[CH:30]=2)=[CH:27][CH:26]=[CH:25][CH:24]=4)[C:7](=[O:9])[CH2:6][CH2:5][CH2:4][CH2:3]1. Procedure details: Prepared according to the described general procedure 1 (GP1) by reaction of methyl 6-amino-6-(2,6-dimethoxyphenyl)hexanoate with commercially available 9-methyl-9H-carbazole-3-carbaldehyde. Subsequent purification by preparative HPLC afforded the target compound. LC-MS (conditions I): tR=1.49 min.; [M+H]+: 443.14 g/mol.